From a dataset of the Open Reaction Database (ORD), a public repository of structured organic reaction records. describe an organic reaction: reactants, conditions, products, and yield The solvent is C1(=CC=CC=C1)C (toluene). Procedure details: A mixture of 3.8 g of 4-chloroacetyl-4,5-dihydro6-ethyl-7-[3-(trifluoromethyl)phenyl]pyrazolo[1,5-a]pyrimidine-3-carbonitrile, 1.8 ml of 1-benzyl piperazine and 1.1 g of sodium carbonate in 128 ml of toluene was reacted as described in Example 146, giving 3.7 g of the desired product, mp 97°-99° C. As a reaction SMILES: Cl[CH2:2][C:3]([N:5]1[CH2:10][C:9]([CH2:11][CH3:12])=[C:8]([C:13]2[CH:18]=[CH:17][CH:16]=[C:15]([C:19]([F:22])([F:21])[F:20])[CH:14]=2)[N:7]2[N:23]=[CH:24][C:25]([C:26]#[N:27])=[C:6]12)=[O:4].[CH2:28]([N:35]1[CH2:40][CH2:39][NH:38][CH2:37][CH2:36]1)[C:29]1[CH:34]=[CH:33][CH:32]=[CH:31][CH:30]=1.C(=O)([O-])[O-].[Na+].[Na+]>C1(C)C=CC=CC=1>[CH2:11]([C:9]1[CH2:10][N:5]([C:3](=[O:4])[CH2:2][N:38]2[CH2:39][CH2:40][N:35]([CH2:28][C:29]3[CH:30]=[CH:31][CH:32]=[CH:33][CH:34]=3)[CH2:36][CH2:37]2)[C:6]2[N:7]([N:23]=[CH:24][C:25]=2[C:26]#[N:27])[C:8]=1[C:13]1[CH:18]=[CH:17][CH:16]=[C:15]([C:19]([F:21])([F:20])[F:22])[CH:14]=1)[CH3:12] |f:2.3.4|. The product is C(C)C=1CN(C=2N(C1C1=CC(=CC=C1)C(F)(F)F)N=CC2C#N)C(CN2CCN(CC2)CC2=CC=CC=C2)=O (4,5-Dihydro-6-ethyl-4-[[4-(phenylmethyl)-1-piperazinyl]acetyl]-7-[3-(trifluoromethyl)phenyl]pyrazolo[1,5-a]pyrimidine-3-carbonitrile). Reactants: ClCC(=O)N1C=2N(C(=C(C1)CC)C1=CC(=CC=C1)C(F)(F)F)N=CC2C#N (4-chloroacetyl-4,5-dihydro6-ethyl-7-[3-(trifluoromethyl)phenyl]pyrazolo[1,5-a]pyrimidine-3-carbonitrile), C(C1=CC=CC=C1)N1CCNCC1 (1-benzyl piperazine), C([O-])([O-])=O.[Na+].[Na+] (sodium carbonate). Starting materials: BrC1=CC=C(C=C1)C(CCN1CCC(CC1)C=1C=C(C=CC1)NC(C(C)C)=O)O (N-(3-{1-[3-(4-bromophenyl)-3-hydroxypropyl]-4-piperidinyl}phenyl)-2-methylpropanamide), CC=1C=C(C=CC1)O (3-methylphenol). Product: BrC1=CC=C(C=C1)C(CCN1CCC(CC1)C=1C=C(C=CC1)NC(C(C)C)=O)OC1=CC(=CC=C1)C (N-(3-{1-[3-(4-BROMOPHENYL)-3-(3-METHYLPHENOXY)PROPYL]-4-PIPERIDINYL}PHENYL)-2-METHYLPROPANAMIDE). As a reaction SMILES: [Br:1][C:2]1[CH:7]=[CH:6][C:5]([CH:8]([OH:29])[CH2:9][CH2:10][N:11]2[CH2:16][CH2:15][CH:14]([C:17]3[CH:18]=[C:19]([NH:23][C:24](=[O:28])[CH:25]([CH3:27])[CH3:26])[CH:20]=[CH:21][CH:22]=3)[CH2:13][CH2:12]2)=[CH:4][CH:3]=1.[CH3:30][C:31]1[CH:32]=[C:33](O)[CH:34]=[CH:35][CH:36]=1>>[Br:1][C:2]1[CH:3]=[CH:4][C:5]([CH:8]([O:29][C:35]2[CH:34]=[CH:33][CH:32]=[C:31]([CH3:30])[CH:36]=2)[CH2:9][CH2:10][N:11]2[CH2:16][CH2:15][CH:14]([C:17]3[CH:18]=[C:19]([NH:23][C:24](=[O:28])[CH:25]([CH3:26])[CH3:27])[CH:20]=[CH:21][CH:22]=3)[CH2:13][CH2:12]2)=[CH:6][CH:7]=1. Procedure details: Prepared by Procedure A and Scheme AN using N-(3-{1-[3-(4-bromophenyl)-3-hydroxypropyl]-4-piperidinyl}phenyl)-2-methylpropanamide and 3-methylphenol: ESMS m/e: 549.1 (M+H)+. Reactants: NC=1N=C(SC1C#N)SC (4-amino-2-(methylthio)thiazole-5-carbonitrile), S(O)(O)(=O)=O (sulfuric acid), C(=O)O (formic acid), O (water). Reaction conditions: temperature 95 celsius, time 1 hour. Yields the product CSC=1SC2=C(N=CNC2=O)N1 (2-(Methylthio)thiazolo[4,5-d]pyrimdin-7-(6H)-one). The yield is 88.0%. As a reaction SMILES: [NH2:1][C:2]1[N:3]=[C:4]([S:9][CH3:10])[S:5][C:6]=1[C:7]#[N:8].S(=O)(=O)(O)O.[OH2:16].[CH:17](O)=O>>[CH3:10][S:9][C:4]1[S:5][C:6]2[C:7](=[O:16])[NH:8][CH:17]=[N:1][C:2]=2[N:3]=1. Procedure details: To a solution of 4-amino-2-(methylthio)thiazole-5-carbonitrile (800 mg) in formic acid (8 mL) was added concentrated sulfuric acid (3.2 mL) dropwise for 15 min. The reaction mixture was stirred at 90-100° C. for 1 h and allowed to rt. The reaction mixture was poured into ice cooled water and stirred for 15 min. The precipitated solid was filtered, washed with water and dried to give the product as a white color solid (820 mg, 88%), mp 260-262° C. 1H NMR (400 MHz, DMSO-d6): δ 12.83 (1H, br s), 8.... Reactants: [Li]CCCC, [Cl-], Fc1cccc(CBr)c1, [NH4+], C1CCOC1, c1coc(C2OCCO2)c1. Yields the product Fc1cccc(Cc2ccc(C3OCCO3)o2)c1. As a reaction SMILES: [CH2:1]([Li:2])[CH2:3][CH2:4][CH3:5].[Cl-:25].[F:16][c:17]1[cH:18][c:19]([CH2:20][Br:21])[cH:22][cH:23][cH:24]1.[NH4+:26].[O:27]1[CH2:28][CH2:29][CH2:30][CH2:31]1.[O:6]1[CH:7]([c:11]2[o:12][cH:13][cH:14][cH:15]2)[O:8][CH2:9][CH2:10]1>>[O:6]1[CH:7]([c:11]2[o:12][c:13]([CH2:20][c:19]3[cH:18][c:17]([F:16])[cH:24][cH:23][cH:22]3)[cH:14][cH:15]2)[O:8][CH2:9][CH2:10]1. The reactants are CC1=C(C=CC(=C1)C(=O)N1CC=2N(CC3=C1C=CC=C3)C(=CC2)C(=O)O)C2=C(C=CC=C2)C(F)(F)F (10-[(2-Methyl-2′-trifluoromethyl-[1,1′-biphenyl]-4-yl)carbonyl]-10,11-dihydro-5H -pyrrolo[2,1-c][1,4]benzodiazepine-3-carboxylic acid), C(=O)(N1C=NC=C1)N1C=NC=C1 (1,1′-carbonyldiimidazole), C(O)(O)=O.NC(=N)N (guanidine carbonate). The solvent is O (water), CN(C=O)C (N,N-dimethylformamide). Conditions: temperature 100 celsius, time 30 minute. Product: CC1=C(C=CC(=C1)C(=O)N1CC=2N(CC3=C1C=CC=C3)C(=CC2)C(=O)NC(=N)N)C2=C(C=CC=C2)C(F)(F)F (N-[(10-{[2-methyl-2′-(trifluoromethyl)[1,1′-biphenyl]-4-yl]carbonyl}-10,11-dihydro-5H-pyrrolo[2,1-c][1,4]benzodiazepin-3-yl)carbonyl]guanidine). Isolated yield 46.1%. RXN SMILES: [CH3:1][C:2]1[CH:7]=[C:6]([C:8]([N:10]2[C:16]3[CH:17]=[CH:18][CH:19]=[CH:20][C:15]=3[CH2:14][N:13]3[C:21]([C:24]([OH:26])=O)=[CH:22][CH:23]=[C:12]3[CH2:11]2)=[O:9])[CH:5]=[CH:4][C:3]=1[C:27]1[CH:32]=[CH:31][CH:30]=[CH:29][C:28]=1[C:33]([F:36])([F:35])[F:34].C(N1C=CN=C1)(N1C=CN=C1)=O.C(=O)(O)O.[NH2:53][C:54]([NH2:56])=[NH:55]>CN(C)C=O.O>[CH3:1][C:2]1[CH:7]=[C:6]([C:8]([N:10]2[C:16]3[CH:17]=[CH:18][CH:19]=[CH:20][C:15]=3[CH2:14][N:13]3[C:21]([C:24]([NH:55][C:54]([NH2:56])=[NH:53])=[O:26])=[CH:22][CH:23]=[C:12]3[CH2:11]2)=[O:9])[CH:5]=[CH:4][C:3]=1[C:27]1[CH:32]=[CH:31][CH:30]=[CH:29][C:28]=1[C:33]([F:36])([F:35])[F:34] |f:2.3|. Procedure: 10-[(2-Methyl-2′-trifluoromethyl-[1,1′-biphenyl]4-yl)-carbonyl]-10,11-dihydro-5H-pyrrolo[2,1-c][1,4]benzodiazepine-3-carboxylic acid of Example 1, Step F (0.50 g, 1.02 mmol) and 1,1′-carbonyldiimidazole (0.17 g, 1.05 mmol) were dissolved in anhydrous N,N-dimethylformamide (5 mL). After stirring for 30 minutes, guanidine carbonate (0.19 g, 1.05 mmol) was added, and the reaction was heated to 100° C. for 4 hours. After cooling, the reaction mixture was diluted with water and extracted with ethyl a...